From a dataset of the Open Reaction Database (ORD), a public repository of structured organic reaction records. describe an organic reaction: reactants, conditions, products, and yield Reactants: ClC1=C(C(=O)N(COC)C=2C=C(C(=O)OCC)C=C(C2)OC)C=CC=N1 (Ethyl 3-[2-chloro-N-(methoxymethyl)nicotinamido]-5-methoxybenzoate), O (Water), 1,3-bis(dephenylphosphino)propane, C(CCC)P(CCCC)CCCC (tributylphosphine), C([O-])([O-])=O.[K+].[K+] (potassium carbonate). The reagents and catalysts are C(C)(=O)[O-].[Pd+2].C(C)(=O)[O-] (palladium(II) acetate). Run in CN(C=O)C (N,N-dimethylformamide), ClCCl (dichloromethane). Yields the product COC1=CC(=CC=2N(C(C=3C=CC=NC3C21)=O)COC)C(=O)OCC (Ethyl 10-methoxy-6-(methoxymethyl)-5-oxo-5,6-dihydrobenzo[h][1,6]naphthyridine-8-carboxylate). The yield is 77.1%. Reaction SMILES: Cl[C:2]1[N:26]=[CH:25][CH:24]=[CH:23][C:3]=1[C:4]([N:6]([C:10]1[CH:11]=[C:12]([CH:18]=[C:19]([O:21][CH3:22])[CH:20]=1)[C:13]([O:15][CH2:16][CH3:17])=[O:14])[CH2:7][O:8][CH3:9])=[O:5].C(P(CCCC)CCCC)CCC.C(=O)([O-])[O-].[K+].[K+].O>CN(C)C=O.C([O-])(=O)C.[Pd+2].C([O-])(=O)C.ClCCl>[CH3:22][O:21][C:19]1[C:20]2[C:2]3[N:26]=[CH:25][CH:24]=[CH:23][C:3]=3[C:4](=[O:5])[N:6]([CH2:7][O:8][CH3:9])[C:10]=2[CH:11]=[C:12]([C:13]([O:15][CH2:16][CH3:17])=[O:14])[CH:18]=1 |f:2.3.4,7.8.9|. Procedure: The compound (1.11 g, 2.94 mmol) prepared in step 5 was dissolved in N,N-dimethylformamide (10.0 ml), added with palladium(II) acetate (215 mg, 0.881 mmol), 1,3-bis(dephenylphosphino)propane (363 mg, 0.881 mmol), tributylphosphine (0.724 ml, 2.94 mmol), and potassium carbonate (812 mg, 5.87 mmol). The resulting mixture was refluxed for 3 hours and cooled to room temperature. Water and dichloromethane were added and the mixture was extracted. The organic layer was dried over anhydrous magnesium s... Reactants: C([O-])([O-])=O.[K+].[K+] (potassium carbonate), FC(C(F)(F)F)OC(C(OC(COCCCBr)(F)F)(F)F)(F)F (3-(2-(2-(tetrafluoroethoxy)tetrafluoroethoxy)-2,2 -difluoroethoxy)-l-bromopropane), C(CCCCCC)OC=1C=NC(=NC1)C1=CC=C(C=C1)O (5 -heptyloxy-2-(4-hydroxyphenyl)pyrimidine). Solvent: C(C)#N (acetonitrile). Yields the product C(CCCCCC)OC=1C=NC(=NC1)C1=CC=C(C=C1)OCCCOCC(F)(F)OC(C(OC(C(F)(F)F)F)(F)F)(F)F (5-Heptyloxy-2-[4-(3-(2-(2 -(tetrafluoroethoxy)tetrafluoroethoxy)-2,2 -difluoroethoxy)propyloxy)phenyl]pyrimidine), crude product. As a reaction SMILES: [F:1][CH:2]([O:7][C:8]([F:23])([F:22])[C:9]([F:21])([F:20])[O:10][C:11]([F:19])([F:18])[CH2:12][O:13][CH2:14][CH2:15][CH2:16]Br)[C:3]([F:6])([F:5])[F:4].[CH2:24]([O:31][C:32]1[CH:33]=[N:34][C:35]([C:38]2[CH:43]=[CH:42][C:41]([OH:44])=[CH:40][CH:39]=2)=[N:36][CH:37]=1)[CH2:25][CH2:26][CH2:27][CH2:28][CH2:29][CH3:30].C(=O)([O-])[O-].[K+].[K+]>C(#N)C>[CH2:24]([O:31][C:32]1[CH:37]=[N:36][C:35]([C:38]2[CH:39]=[CH:40][C:41]([O:44][CH2:16][CH2:15][CH2:14][O:13][CH2:12][C:11]([O:10][C:9]([F:21])([F:20])[C:8]([F:23])([F:22])[O:7][CH:2]([F:1])[C:3]([F:6])([F:5])[F:4])([F:19])[F:18])=[CH:42][CH:43]=2)=[N:34][CH:33]=1)[CH2:25][CH2:26][CH2:27][CH2:28][CH2:29][CH3:30] |f:2.3.4|. Reported procedure: Using essentially the procedure of Comparative Example A, the title compound was prepared by combining 3-(2-(2-(tetrafluoroethoxy)tetrafluoroethoxy)-2,2 -difluoroethoxy)-l-bromopropane (5.1 g, 38.5 mmol), 5 -heptyloxy-2-(4-hydroxyphenyl)pyrimidine (3 g, 11.0 mmol), potassium carbonate (1.6 g, 12.7 mmol), and acetonitrile (58 mL). The resulting crude product was isolated and purified essentially as in Comparative Example A to yield 5.1 g.